This data is from the Open Reaction Database (ORD), a public repository of structured organic reaction records. The task is: describe an organic reaction: reactants, conditions, products, and yield Run at temperature 80 celsius. The reagents and catalysts are C=1C=CC(=CC1)[P](C=2C=CC=CC2)(C=3C=CC=CC3)[Pd]([P](C=4C=CC=CC4)(C=5C=CC=CC5)C=6C=CC=CC6)([P](C=7C=CC=CC7)(C=8C=CC=CC8)C=9C=CC=CC9)[P](C=1C=CC=CC1)(C=1C=CC=CC1)C=1C=CC=CC1 (Pd(PPh3)4). Reaction SMILES: [N:1]1[O:2][N:3]=[C:4]2[CH:9]=[C:8](B(O)O)[CH:7]=[CH:6][C:5]=12.I[C:14]1[C:22]2[C:17](=[N:18][CH:19]=[N:20][C:21]=2[NH2:23])[N:16]([CH:24]([CH3:26])[CH3:25])[N:15]=1.C([O-])([O-])=O.[Na+].[Na+]>CCO.COCCOC.C1C=CC([P]([Pd]([P](C2C=CC=CC=2)(C2C=CC=CC=2)C2C=CC=CC=2)([P](C2C=CC=CC=2)(C2C=CC=CC=2)C2C=CC=CC=2)[P](C2C=CC=CC=2)(C2C=CC=CC=2)C2C=CC=CC=2)(C2C=CC=CC=2)C2C=CC=CC=2)=CC=1>[N:3]1[O:2][N:1]=[C:5]2[CH:6]=[CH:7][C:8]([C:14]3[C:22]4[C:17](=[N:18][CH:19]=[N:20][C:21]=4[NH2:23])[N:16]([CH:24]([CH3:26])[CH3:25])[N:15]=3)=[CH:9][C:4]=12 |f:2.3.4,^1:45,47,66,85|. The product is N=1ON=C2C1C=C(C=C2)C2=NN(C1=NC=NC(=C12)N)C(C)C (3-(benzo[c][1,2,5]oxadiazol-6-yl)-1-isopropyl-1H-pyrazolo[3,4-d]pyrimidin-4-amine). The reactants are C(=O)([O-])[O-].[Na+].[Na+] (Na2CO3), N=1ON=C2C1C=CC(=C2)B(O)O (Benzo[c][1,2,5]oxadiazole-5-boronic acid), IC1=NN(C2=NC=NC(=C21)N)C(C)C (3-iodo-1-isopropyl-1H-pyrazolo[3,4-d]pyrimidin-4-amine). Reported procedure: A solution of Benzo[c][1,2,5]oxadiazole-5-boronic acid (18 mg, 0.11 mmol) in EtOH (3.3 mL) was added to a solution of 3-iodo-1-isopropyl-1H-pyrazolo[3,4-d]pyrimidin-4-amine (30 mg, 0.10 mmol) in DME (12 mL). Pd(PPh3)4 (30 mg, 0.03 mmol) and saturated Na2CO3 (1.9 mL) were added and the reaction was heated to 80° C. under an argon atmosphere overnight. After cooling, the reaction was extracted with saturated NaCl and CH2Cl2. Organic phases were combined, concentrated in vacuo and purified by RP-HP... Run in CCO (EtOH), COCCOC (DME). Starting materials: CC(O)(CO[Si](C)(C)C(C)(C)C)c1ncc(Br)s1, O=C([O-])[O-], Cc1cc(N)cc(B2OC(C)(C)C(C)(C)O2)c1, [Cs+], [Cs+], O=C(C=Cc1ccccc1)C=Cc1ccccc1, O=C(C=Cc1ccccc1)C=Cc1ccccc1, O=C(C=Cc1ccccc1)C=Cc1ccccc1, [Pd], [Pd]. As a reaction SMILES: [Br:18][c:19]1[cH:20][n:21][c:22]([C:24]([CH2:25][O:26][Si:27]([CH3:28])([CH3:29])[C:30]([CH3:31])([CH3:32])[CH3:33])([CH3:34])[OH:35])[s:23]1.[C:36](=[O:37])([O-:38])[O-:39].[CH3:1][c:2]1[cH:3][c:4]([NH2:5])[cH:6][c:7]([B:9]2[O:10][C:11]([CH3:12])([CH3:13])[C:14]([CH3:15])([CH3:16])[O:17]2)[cH:8]1.[Cs+:40].[Cs+:41].[O:44]=[C:45]([CH:46]=[CH:47][c:48]1[cH:49][cH:50][cH:51][cH:52][cH:53]1)[CH:54]=[CH:55][c:56]1[cH:57][cH:58][cH:59][cH:60][cH:61]1.[O:62]=[C:63]([CH:64]=[CH:65][c:66]1[cH:67][cH:68][cH:69][cH:70][cH:71]1)[CH:72]=[CH:73][c:74]1[cH:75][cH:76][cH:77][cH:78][cH:79]1.[O:80]=[C:81]([CH:82]=[CH:83][c:84]1[cH:85][cH:86][cH:87][cH:88][cH:89]1)[CH:90]=[CH:91][c:92]1[cH:93][cH:94][cH:95][cH:96][cH:97]1.[Pd:42].[Pd:43]>>[CH3:1][c:2]1[cH:3][c:4]([NH2:5])[cH:6][c:7](-[c:19]2[cH:20][n:21][c:22]([C:24]([CH2:25][O:26][Si:27]([CH3:28])([CH3:29])[C:30]([CH3:31])([CH3:32])[CH3:33])([CH3:34])[OH:35])[s:23]2)[cH:8]1. The product is Cc1cc(N)cc(-c2cnc(C(C)(O)CO[Si](C)(C)C(C)(C)C)s2)c1.